Dataset: the Open Reaction Database (ORD), a public repository of structured organic reaction records. Task: describe an organic reaction: reactants, conditions, products, and yield Conditions: time 2 day. Yields the product Cl.N[C@H]1[C@@H](CCC1)NC(=O)C=1SC=2CN(CCC2N1)C (N-[(1R*,2R*)-2-Aminocyclopentyl]-5-methyl-4,5,6,7-tetrahydrothiazolo[5,4-c]pyridine-2-carboxamide Hydrochloride). Run in CN(C=O)C (N,N-dimethylformamide). The yield is 96.7%. Starting materials: CN1CC2=C(CC1)N=C(S2)C(=O)[O-].[Li+] (lithium 5-methyl-4,5,6,7-tetrahydrothiazolo[5,4-c]pyridine-2-carboxylate), Cl.CN(CCCN=C=NCC)C (1-(3-dimethylaminopropyl)-3-ethylcarbodiimide hydrochloride), O.ON1N=NC2=C1C=CC=C2 (1-hydroxybenzotriazole monohydrate), compound. RXN SMILES: [CH3:1][N:2]1[CH2:7][CH2:6][C:5]2[N:8]=[C:9]([C:11]([O-:13])=O)[S:10][C:4]=2[CH2:3]1.[Li+].[ClH:15].CN(C)CCCN=C=NCC.O.O[N:29]1[C:33]2C=[CH:35][CH:36]=[CH:37][C:32]=2[N:31]=N1>CN(C)C=O>[ClH:15].[NH2:29][C@@H:33]1[CH2:35][CH2:36][CH2:37][C@H:32]1[NH:31][C:11]([C:9]1[S:10][C:4]2[CH2:3][N:2]([CH3:1])[CH2:7][CH2:6][C:5]=2[N:8]=1)=[O:13] |f:0.1,2.3,4.5,7.8|. Reported procedure: The compound (175 mg) obtained in Referential Example 61 was dissolved in N,N-dimethylformamide (3 ml), and to the solution lithium 5-methyl-4,5,6,7-tetrahydrothiazolo[5,4-c]pyridine-2-carboxylate (purity: 90%, 258 mg), 1-(3-dimethylaminopropyl)-3-ethylcarbodiimide hydrochloride (252 mg) and 1-hydroxybenzotriazole monohydrate (60 mg) were added. The mixture was stirred at room temperature for 2 days. The solvent was distilled off under reduced pressure using a pump, and methylene chloride and a ... The reactants are BrC=1C=C2C=NN(C2=CC1)CCCl (5-bromo-1-(2-chloroethyl)-1H-indazole), [I-].[K+] (potassium iodide), N1CCOCC1 (morpholine). The solvent is CN1CCCC1=O (NMP). Reaction conditions: temperature 70 celsius. Product: BrC=1C=C2C=NN(C2=CC1)CCN1CCOCC1 (4-(2-(5-bromo-1H-indazol-1-yl)ethyl)morpholine). The yield is 91.7%. As a reaction SMILES: [Br:1][C:2]1[CH:3]=[C:4]2[C:8](=[CH:9][CH:10]=1)[N:7]([CH2:11][CH2:12]Cl)[N:6]=[CH:5]2.[I-].[K+].[NH:16]1[CH2:21][CH2:20][O:19][CH2:18][CH2:17]1>CN1C(=O)CCC1>[Br:1][C:2]1[CH:3]=[C:4]2[C:8](=[CH:9][CH:10]=1)[N:7]([CH2:11][CH2:12][N:16]1[CH2:21][CH2:20][O:19][CH2:18][CH2:17]1)[N:6]=[CH:5]2 |f:1.2|. Reported procedure: A mixture of 5-bromo-1-(2-chloroethyl)-1H-indazole (500 mg, 1.93 mmol), potassium iodide (1.28 mg, 7.71 mmol) and morpholine (1.0 mL, 12 mmol) in NMP (3 mL) in a sealed vial was heated at 70° C. overnight. Preparative HPLC (100×30 mm Luna C18 column, Solvent A=10% Methanol, 90% H2O, 0.1% TFA; Solvent B=90% Methanol, 10% H2O, 0.1% TFA, elution gradient of 0 to 60% B over 20 min at 42 mL/min) afforded 4-(2-(5-bromo-1H-indazol-1-yl)ethyl)morpholine (549 mg, 1.77 mmol, 92% yield) as a solid. MS (ESI... Starting materials: [Cl-].[NH4+] (ammonium chloride), ClC1=C(C(N(C(N1CC)=O)COC)=O)C(C)C (6-chloro-1-ethyl-5-isopropyl-3-methoxymethyl-1H-pyrimidine-2,4-dione), C(#N)C=1C=C(CC#N)C=C(C1)C (3-cyano-5-methylbenzyl cyanide), [H-].[Na+] (NaH). Run in CN(C)C=O (DMF). Conditions: time 15 minute. Product: C(#N)C(C=1C=C(C#N)C=C(C1)C)C=1N(C(N(C(C1C(C)C)=O)COC)=O)CC (3-[cyano-(3-ethyl-5-isopropyl-1-methoxymethyl-2,6-dioxo-1,2,3,6-tetrahydro-pyrimidin-4-yl)-methyl]-5-methyl-benzonitrile). Isolated yield 76.7%. As a reaction SMILES: Cl[C:2]1[N:7]([CH2:8][CH3:9])[C:6](=[O:10])[N:5]([CH2:11][O:12][CH3:13])[C:4](=[O:14])[C:3]=1[CH:15]([CH3:17])[CH3:16].[C:18]([C:20]1[CH:21]=[C:22]([CH:26]=[C:27]([CH3:29])[CH:28]=1)[CH2:23][C:24]#[N:25])#[N:19].[H-].[Na+].[Cl-].[NH4+]>CN(C=O)C>[C:24]([CH:23]([C:2]1[N:7]([CH2:8][CH3:9])[C:6](=[O:10])[N:5]([CH2:11][O:12][CH3:13])[C:4](=[O:14])[C:3]=1[CH:15]([CH3:17])[CH3:16])[C:22]1[CH:21]=[C:20]([CH:28]=[C:27]([CH3:29])[CH:26]=1)[C:18]#[N:19])#[N:25] |f:2.3,4.5|. Reported procedure: To a stirred solution of 6-chloro-1-ethyl-5-isopropyl-3-methoxymethyl-1H-pyrimidine-2,4-dione (1.43 g, 5.48 mmol) and 3-cyano-5-methylbenzyl cyanide (857 mg, 5.48 mmol) in DMF (12 mL) in a water bath, was added 60% NaH (483 mg, 12 mmol). After 15 min., the mixture was stirred at room temperature for overnight. Excess ammonium chloride was added to the mixture and stirring was continued for 1 hr. The mixture was then evaporated in vacuo and the residue was purified by silica gel column chromatogr... Starting materials: C(N)(=O)C=1N=C2N(CCOC3=C2C=C(C(=C3)F)C#CC(C)(C)O)C1C(=O)O (2-Carbamoyl-9-fluoro-10-(3-hydroxy-3-methyl-but-1-ynyl)-5,6-dihydroimidazo[1,2-d][1,4]benzoxazepine-3-carboxylic acid), CN1C(CCC1)CN ((1-methylpyrrolidin-2-yl)methylamine). The product is FC1=CC2=C(C=3N(CCO2)C(=C(N3)C(=O)N)C(=O)NCC3N(CCC3)C)C=C1C#CC(C)(C)O ((±) 9-fluoro-10-(3-hydroxy-3-methyl-but-1-ynyl)-N3-[(1-methylpyrrolidin-2-yl)methyl]-5,6-dihydroimidazo[1,2-d][1,4]benzoxazepine-2,3-dicarboxamide). Reaction SMILES: [C:1]([C:4]1[N:5]=[C:6]2[C:12]3[CH:13]=[C:14]([C:18]#[C:19][C:20]([OH:23])([CH3:22])[CH3:21])[C:15]([F:17])=[CH:16][C:11]=3[O:10][CH2:9][CH2:8][N:7]2[C:24]=1[C:25]([OH:27])=O)(=[O:3])[NH2:2].[CH3:28][N:29]1[CH2:33][CH2:32][CH2:31][CH:30]1[CH2:34][NH2:35]>>[F:17][C:15]1[C:14]([C:18]#[C:19][C:20]([OH:23])([CH3:21])[CH3:22])=[CH:13][C:12]2[C:6]3[N:7]([C:24]([C:25]([NH:35][CH2:34][CH:30]4[CH2:31][CH2:32][CH2:33][N:29]4[CH3:28])=[O:27])=[C:4]([C:1]([NH2:2])=[O:3])[N:5]=3)[CH2:8][CH2:9][O:10][C:11]=2[CH:16]=1. Reported procedure: 2-Carbamoyl-9-fluoro-10-(3-hydroxy-3-methyl-but-1-ynyl)-5,6-dihydroimidazo[1,2-d][1,4]benzoxazepine-3-carboxylic acid (0.05 g) was reacted with (1-methylpyrrolidin-2-yl)methylamine similar to as described in Example 2 to afford 7.6 mg of (±) 9-fluoro-10-(3-hydroxy-3-methyl-but-1-ynyl)-N3-[(1-methylpyrrolidin-2-yl)methyl]-5,6-dihydroimidazo[1,2-d][1,4]benzoxazepine-2,3-dicarboxamide following reverse phase hplc purification. MS (Q1) 470 (M)+. 1H NMR (400 MHz, DMSO) δ 8.58 (d, J=8.5 Hz, 1H), 7.74 ... Reactants: C(C)(C)(C)OC(=O)NCCC[C@@H](CCO)NC(OCC1=CC=CC=C1)=O (benzyl [(1S)-4-[(tert-butoxycarbonyl) -amino]-1-(2-hydroxyethyl)butyl]-carbamate). Reagents/catalysts: [Pd] (palladium on activated carbon). The solvent is C(C)O (ethanol). Run at time 15 hour. Product: N[C@@H](CCCNC(OC(C)(C)C)=O)CCO (tert-Butyl [(4S)-4-amino-6-hydroxyhexyl]carbamate). RXN SMILES: [C:1]([O:5][C:6]([NH:8][CH2:9][CH2:10][CH2:11][C@H:12]([NH:16]C(=O)OCC1C=CC=CC=1)[CH2:13][CH2:14][OH:15])=[O:7])([CH3:4])([CH3:3])[CH3:2]>C(O)C.[Pd]>[NH2:16][C@H:12]([CH2:13][CH2:14][OH:15])[CH2:11][CH2:10][CH2:9][NH:8][C:6](=[O:7])[O:5][C:1]([CH3:4])([CH3:2])[CH3:3]. Reported procedure: 620 mg (1.69 mmol) of benzyl [(1S)-4-[(tert-butoxycarbonyl) -amino]-1-(2-hydroxyethyl)butyl]-carbamate (Example Z2) are dissolved in 60 ml of ethanol. 100 mg of palladium on activated carbon (10%) are added thereto, and the mixture is hydrogenated under atmospheric pressure at RT for 15 h. The reaction mixture is filtered through prewashed kieselguhr, washed with ethanol, and the filtrate is concentrated on a rotary evaporator. The product is reacted without further purification. Reactants: S(=O)(=O)(C1=CC=C(C)C=C1)Cl (tosyl chloride), CC=1C=[N+](C=2C(C3=CC=CC=C3C(C2C1)=O)=O)[O-] (3-methyl-1-azaanthracen-9,10-dione 1-oxide), C(C)O (ethanol), solid. Run at time 8 hour. The product is C(C)OC1=NC=2C(C3=CC=CC=C3C(C2C=C1C)=O)=O (2-ethoxy-3-methyl-1-azaanthracen-9,10-dione). Isolated yield 52.0%. As a reaction SMILES: S(Cl)(C1C=CC(C)=CC=1)(=O)=O.[CH3:12][C:13]1[CH:14]=[N+:15]([O-])[C:16]2[C:17](=[O:28])[C:18]3[C:23]([C:24](=[O:27])[C:25]=2[CH:26]=1)=[CH:22][CH:21]=[CH:20][CH:19]=3.[CH2:30]([OH:32])[CH3:31]>>[CH2:30]([O:32][C:14]1[C:13]([CH3:12])=[CH:26][C:25]2[C:24](=[O:27])[C:23]3[C:18](=[CH:19][CH:20]=[CH:21][CH:22]=3)[C:17](=[O:28])[C:16]=2[N:15]=1)[CH3:31]. Procedure: 5 portions of 0.08 g (0.42 mmol of tosyl chloride were added to an agitated solution of 100 mg. (0.42 mmol) of 3-methyl-1-azaanthracen-9,10-dione 1-oxide in absolute ethanol at 75°-78° C. for 1 hour. Then the mixture was agitated at room temperature overnight and a yellow solid (58 mg, 0.22 mmol) corresponding to the compound (I-b) (yield 52%) was filtered. The starting product was recovered from the water by means of silica gel column chromatography eluting with ethyl acetate: ethanol (9:1): m.... Reactants: ClC1=C(C(=CC2=CC=CC=C12)C)C=C (1-chloro-3-methyl-2-vinylnaphthalene), S(=O)([O-])[O-].[Na+].[Na+] (Sodium sulfite), CC[C@@H]1CN2CC[C@@H]1C[C@@H]2[C@@H](C3=C4C=C(C=CC4=NC=C3)OC)OC5=NN=C(C6=CC=CC=C65)O[C@@H]([C@H]7C[C@@H]8CCN7C[C@@H]8CC)C9=C1C=C(C=CC1=NC=C9)OC (AD-mix-α), C(C)(C)(C)O (tert-butanol). Solvent: ClCCl (dichloromethane), O (H2O), O (H2O). Conditions: temperature 0 celsius, time 8 hour. The product is ClC1=C(C(=CC2=CC=CC=C12)C)[C@@H](CO)O ((S)-1-(1-chloro-3-methylnaphthalen-2-yl)ethane-1,2-diol). Reaction SMILES: CC[C@H]1[C@H]2C[C@H]([C@H](OC3C4C(=CC=CC=4)C(O[C@H](C4C=CN=C5C=4C=C(OC)C=C5)[C@@H]4N5C[C@H](CC)[C@@H](CC5)C4)=NN=3)C3C=CN=C4C=3C=C([O:22]C)C=C4)N(CC2)C1.[Cl:59][C:60]1[C:69]2[C:64](=[CH:65][CH:66]=[CH:67][CH:68]=2)[CH:63]=[C:62](C)[C:61]=1C=C.S([O-])([O-])=O.[Na+].[Na+].[C:79]([OH:83])(C)([CH3:81])[CH3:80]>ClCCl.O>[Cl:59][C:60]1[C:69]2[C:64](=[CH:65][CH:66]=[CH:67][CH:68]=2)[CH:63]=[C:62]([CH3:61])[C:80]=1[C@H:79]([OH:83])[CH2:81][OH:22] |f:2.3.4|. Procedure details: A biphasic mixture of AD-mix-α (6.907 g) in tert-butanol (24.5 mL)/H2O (24.5 mL) was cooled to 0° C. and 1-chloro-3-methyl-2-vinylnaphthalene (4D) (1.00 g, 4.93 mmol) was added. The reaction mixture was stirred for 8 h at 0° C. Sodium sulfite (7.4 g) was added at 0° C. and the reaction was stirred for 40 minutes to give a white mixture. The mixture was diluted with dichloromethane and H2O. The mixture was extracted with dichloromethane (3×) and the combined organic layer was dried (MgSO4), filte... Isolated yield 45.4%. Solvent: C(C)C(=O)C (methyl ethyl ketone). Yields the product C=CC1=CC=CC=C1.C1=CC(=O)OC1=O (maleic anhydride-styrene copolymer). Procedure: In 200 ml of methyl ethyl ketone were dissolved 18.14 g of maleic anhydride and 21.86 g of α-methylstyrene, and to the solution was added 1.82 g of azobisisobutylnitrile (AIBN). The resulting mixture was heated at 60° C. for 7 hours under nitrogen atmosphere for performing polymerization. The reaction solution was then dropwise added to 500 ml of ethyl ether under stirring to precipitate a polymer. Thus precipitated polymer was collected by filtration and purified by repeating twice the THF diss... Conditions: temperature 60 celsius. RXN SMILES: [C:1]1(=[O:7])[O:6][C:4](=[O:5])[CH:3]=[CH:2]1.[CH3:8][C:9]([C:11]1[CH:16]=[CH:15][CH:14]=[CH:13][CH:12]=1)=C.C(OCC)C>C(C(C)=O)C>[CH2:8]=[CH:9][C:11]1[CH:16]=[CH:15][CH:14]=[CH:13][CH:12]=1.[CH:2]1[C:1](=[O:7])[O:6][C:4](=[O:5])[CH:3]=1 |f:4.5|. Starting materials: C1(\C=C/C(=O)O1)=O (maleic anhydride), CC(=C)C1=CC=CC=C1 (α-methylstyrene), C(C)OCC (ethyl ether), azobisisobutylnitrile.